The task is: describe an organic reaction: reactants, conditions, products, and yield. This data is from the Open Reaction Database (ORD), a public repository of structured organic reaction records. Reactants: C(C1=CC=CC=C1)(=O)Cl (benzoyl chloride), NC1=C(C=CC=C1)C1=C(C=NN1)[N+](=O)[O-] (5-(o-aminophenyl)-4-nitropyrazole), O (water). Solvent: N1=CC=CC=C1 (pyridine). Yields the product [N+](=O)([O-])C=1C=NN2C(=NC=3C=CC=CC3C21)C2=CC=CC=C2 (1-nitro-5-phenylpyrazolo[1,5-c]quinazoline). The yield is 43.1%. Reaction SMILES: [NH2:1][C:2]1[CH:7]=[CH:6][CH:5]=[CH:4][C:3]=1[C:8]1[NH:12][N:11]=[CH:10][C:9]=1[N+:13]([O-:15])=[O:14].[C:16](Cl)(=O)[C:17]1[CH:22]=[CH:21][CH:20]=[CH:19][CH:18]=1.O>N1C=CC=CC=1>[N+:13]([C:9]1[CH:10]=[N:11][N:12]2[C:8]=1[C:3]1[CH:4]=[CH:5][CH:6]=[CH:7][C:2]=1[N:1]=[C:16]2[C:17]1[CH:22]=[CH:21][CH:20]=[CH:19][CH:18]=1)([O-:15])=[O:14]. Procedure details: 20.4 g (0.1 mole) of 5-(o-aminophenyl)-4-nitropyrazole are dissolved in 200 ml of pyridine. To the solution obtained, 14.0 g (0.1 mole) of benzoyl chloride are added, drop by drop, and the temperature of the reaction mixture is increased by 10° to 15° C., spontaneously. The mixture is reacted for 2 hours, then poured into water, and the product that solidifies is filtered off and recrystallized from dichloroethane. Thus, 12.5 g (43%) of 1-nitro-5-phenylpyrazolo[1,5-c]quinazoline are obtained. M.... Starting materials: C(C1=CC=CC=C1)OC(=O)N1CCC(CC1)C#N (4-cyano-piperidine-1-carboxylic acid benzyl ester), [N-]=[N+]=[N-].[Na+] (sodium azide). The reagents and catalysts are [Br-].[Zn+2].[Br-] (zinc bromide). Solvent: CC(C)O (2-propanol), O (water), C(C)(=O)OCC (ethyl acetate). Reaction conditions: temperature 120 celsius, time 3 day. Yields the product C(C1=CC=CC=C1)OC(=O)N1CCC(CC1)C1=NN=NN1 (4-(1H-Tetrazol-5-yl)-piperidine-1-carboxylic acid benzyl ester). Isolated yield 132.3%. Reaction SMILES: [CH2:1]([O:8][C:9]([N:11]1[CH2:16][CH2:15][CH:14]([C:17]#[N:18])[CH2:13][CH2:12]1)=[O:10])[C:2]1[CH:7]=[CH:6][CH:5]=[CH:4][CH:3]=1.[N-:19]=[N+:20]=[N-:21].[Na+]>CC(O)C.O.C(OCC)(=O)C.[Br-].[Zn+2].[Br-]>[CH2:1]([O:8][C:9]([N:11]1[CH2:16][CH2:15][CH:14]([C:17]2[NH:21][N:20]=[N:19][N:18]=2)[CH2:13][CH2:12]1)=[O:10])[C:2]1[CH:3]=[CH:4][CH:5]=[CH:6][CH:7]=1 |f:1.2,6.7.8|. Procedure: A mixture of 4-cyano-piperidine-1-carboxylic acid benzyl ester (0.73 g, 3.0 mmol), sodium azide (0.39 g, 6.0 mmol) and zinc bromide (0.33 g, 1.5 mmol) in 2-propanol (5 mL) and water (10 mL) was stirred at 120° C. for 3 days into a pressure tube. The reaction mixture was then partitioned between aqueous 3.0N HCl (1.5 mL) and ethyl acetate and then stirred vigorously until 2 clear phases were obtained. Aqueous layer was then extracted with ethyl acetate and combined ethyl acetate layers dried over... The reactants are ClC=1C(=CC(=C(C1)CC(=O)OCC)F)NC(=O)C1=NSC2=C1C=CC=C2 (ethyl (5-chloro-2-fluoro-4-((3-benzo(d)isothiazolylcarbonyl)amino)phenyl)acetate), [OH-].[Na+] (NaOH). Solvent: C1CCOC1.CO (THF methanol). Conditions: time 18 hour. Yields the product ClC=1C(=CC(=C(C1)CC(=O)O)F)NC(=O)C1=NSC2=C1C=CC=C2 ((5-chloro-2-fluoro-4-((3-benzo(d)isothiazolylcarbonyl)amino)phenyl)acetic acid). Isolated yield 30.0%. RXN SMILES: [Cl:1][C:2]1[C:3]([NH:15][C:16]([C:18]2[C:22]3[CH:23]=[CH:24][CH:25]=[CH:26][C:21]=3[S:20][N:19]=2)=[O:17])=[CH:4][C:5]([F:14])=[C:6]([CH2:8][C:9]([O:11]CC)=[O:10])[CH:7]=1.[OH-].[Na+]>C1COCC1.CO>[Cl:1][C:2]1[C:3]([NH:15][C:16]([C:18]2[C:22]3[CH:23]=[CH:24][CH:25]=[CH:26][C:21]=3[S:20][N:19]=2)=[O:17])=[CH:4][C:5]([F:14])=[C:6]([CH2:8][C:9]([OH:11])=[O:10])[CH:7]=1 |f:1.2,3.4|. Reported procedure: Methyl 4-amino-5-chloro-2-fluorophenylacetate (753 mg, 3.25 mmol), benzo(d)isothiazole-3-carboxylic acid (583 mg, 3.25 mmol), HOBt (834 mg, 6.18 mmol), EDC HCl (934 mg, 4.88 mmol) and DMAP (catalytic amount) were dissolved in DMF (16 ml). The resulting solution was stirred for 10 hours at 80° C. After cooling, the reaction mixture was poured in 1M HCl, followed by extraction with ethyl acetate. The extract was washed with saturated brine, dried over anhydrous magnesium sulfate and distilled unde... Starting materials: Cc1cccc(CC#N)c1, CCO, O=CO, O=C1CCCCC1. Yields the product Cc1cccc(C(C#N)=C2CCCCC2)c1. RXN SMILES: [CH3:1][c:2]1[cH:3][c:4]([CH2:5][C:6]#[N:7])[cH:8][cH:9][cH:10]1.[CH3:21][CH2:22][OH:23].[CH:18]([OH:19])=[O:20].[O:11]=[C:12]1[CH2:13][CH2:14][CH2:15][CH2:16][CH2:17]1>>[CH3:1][c:2]1[cH:3][c:4]([C:5]([C:6]#[N:7])=[C:12]2[CH2:13][CH2:14][CH2:15][CH2:16][CH2:17]2)[cH:8][cH:9][cH:10]1. The reactants are CC(O)(C1OC(OC1C)(C(F)(F)Cl)C(F)(F)Cl)C (α,α,5-trimethyl-2,2-bis(chlorodifluoromethyl)-1,3-dioxolane-4-methanol), [O-]C#N.[Na+] (sodium cyanate), FC(C(=O)O)(F)F (trifluoroacetic acid), O (water). Run in C(Cl)Cl (methylene dichloride). Reaction conditions: time 24 hour. Product: C(N)(=O)OC(C1OC(OC1C)(C(F)(F)Cl)C(F)(F)Cl)(C)C (α,α,5-trimethyl-2,2-bis(chlorodifluoromethyl)-1,3-dioxolane-4-methanol carbamate). Reaction SMILES: [CH3:1][C:2]([CH3:18])([CH:4]1[CH:8]([CH3:9])[O:7][C:6]([C:14]([Cl:17])([F:16])[F:15])([C:10]([Cl:13])([F:12])[F:11])[O:5]1)[OH:3].[O-:19][C:20]#[N:21].[Na+].FC(F)(F)C(O)=O.O>C(Cl)Cl>[C:20]([O:3][C:2]([CH3:1])([CH3:18])[CH:4]1[CH:8]([CH3:9])[O:7][C:6]([C:14]([Cl:17])([F:16])[F:15])([C:10]([Cl:13])([F:11])[F:12])[O:5]1)(=[O:19])[NH2:21] |f:1.2|. Reported procedure: A solution of 31.5 grams (0.1 mol) of α,α,5-trimethyl-2,2-bis(chlorodifluoromethyl)-1,3-dioxolane-4-methanol in 180 ml methylene dichloride is treated with 13.0 grams sodium cyanate (0.2 mol) while 22.8 grams of trifluoroacetic acid (0.2 mol) is added dropwise. The reaction is carried out at 25°-35° C. for 24 hours. After the reaction is completed, a small amount of water is added to dissolve salts and the methylene dichloride solution is separated and extracted once more with water. Vacuum stri... Reactants: C(#C)C=1C=NC2=CC=C(C=C2C1)OC(C(=O)NC(C#C)(C)CO)SC (2-(3-Ethynyl-quinolin-6-yloxy)-N-(1-hydroxymethyl-1-methylprop-2-ynyl)-2-methylsulfanyl acetamide), CC(=O)OI1(C=2C=CC=CC2C(=O)O1)(OC(=O)C)OC(=O)C (Dess-Martin periodinane), C(=O)(O)[O-].[Na+] (NaHCO3), S(=S)(=O)([O-])[O-].[Na+].[Na+] (sodium thiosulphate). Solvent: ClCCl (dichloromethane). Run at time 2 hour. Product: C(#C)C=1C=NC2=CC=C(C=C2C1)OC(C(=O)NC(C#C)(C)C=O)SC (2-(3-ethynyl-quinolin-6-yloxy)-N-(1-formyl-1-methyl-prop-2-ynyl)-2-methylsulfanyl acetamide). Reaction SMILES: [C:1]([C:3]1[CH:4]=[N:5][C:6]2[C:11]([CH:12]=1)=[CH:10][C:9]([O:13][CH:14]([S:24][CH3:25])[C:15]([NH:17][C:18]([CH2:22][OH:23])([CH3:21])[C:19]#[CH:20])=[O:16])=[CH:8][CH:7]=2)#[CH:2].CC(OI1(OC(C)=O)(OC(C)=O)OC(=O)C2C=CC=CC1=2)=O.C([O-])(O)=O.[Na+].S([O-])([O-])(=O)=S.[Na+].[Na+]>ClCCl>[C:1]([C:3]1[CH:4]=[N:5][C:6]2[C:11]([CH:12]=1)=[CH:10][C:9]([O:13][CH:14]([S:24][CH3:25])[C:15]([NH:17][C:18]([CH:22]=[O:23])([CH3:21])[C:19]#[CH:20])=[O:16])=[CH:8][CH:7]=2)#[CH:2] |f:2.3,4.5.6|. Reported procedure: 2-(3-Ethynyl-quinolin-6-yloxy)-N-(1-hydroxymethyl-1-methylprop-2-ynyl)-2-methylsulfanyl acetamide (0.513 g) in dichloromethane (25 ml) was treated with Dess-Martin periodinane (0.737 g). The reaction mixture was stirred at 0.646 g for 2 hrs and then treated with sat. aqueous NaHCO3 and sat. aqueous sodium thiosulphate. The organic layer was washed thrice with sat. aqueous. NaHCO3. After separation, the organic phase was dried over sodium sulphate, filtered and evaporated to yield crude 2-(3-ethy...